This data is from the Open Reaction Database (ORD), a public repository of structured organic reaction records. The task is: describe an organic reaction: reactants, conditions, products, and yield Starting materials: C1COCCO1, Cl, [Na+], C1COCCO1, O=C([O-])O, CC(C)CN(CC(=O)N1CCC(=C2c3ccccc3C=Cc3ccccc32)CC1)C(=O)OC(C)(C)C. Yields the product Cl, CC(C)CNCC(=O)N1CCC(=C2c3ccccc3C=Cc3ccccc32)CC1. Reaction SMILES: [CH2:49]1[O:50][CH2:51][CH2:52][O:53][CH2:54]1.[ClH:43].[Na+:44].[O:37]1[CH2:38][CH2:39][O:40][CH2:41][CH2:42]1.[OH:45][C:46](=[O:47])[O-:48].[cH:1]1[cH:2][cH:3][cH:4][c:5]2[c:11]1[CH:10]=[CH:9][c:8]1[c:7]([cH:15][cH:14][cH:13][cH:12]1)[C:6]2=[C:16]1[CH2:17][CH2:18][N:19]([C:22]([CH2:23][N:24]([C:25](=[O:26])[O:27][C:28]([CH3:29])([CH3:30])[CH3:31])[CH2:32][CH:33]([CH3:34])[CH3:35])=[O:36])[CH2:20][CH2:21]1>>[ClH:43].[cH:1]1[cH:2][cH:3][cH:4][c:5]2[c:11]1[CH:10]=[CH:9][c:8]1[c:7]([cH:15][cH:14][cH:13][cH:12]1)[C:6]2=[C:16]1[CH2:17][CH2:18][N:19]([C:22]([CH2:23][NH:24][CH2:32][CH:33]([CH3:34])[CH3:35])=[O:36])[CH2:20][CH2:21]1. Reactants: C(C)(C)(C)P(C(C)(C)C)C(C)(C)C (tri-tert-butylphosphine), solution, BrC=1C(=C(C=CC1F)N)F (3-bromo-2,4-difluorophenylamine), FC=1C(=C(C#N)C=CC1)B1OC(C(O1)(C)C)(C)C (3-fluoro-2-(4,4,5,5-tetramethyl-[1,3,2]dioxaborolan-2-yl)benzonitrile), [F-].[K+] (potassium fluoride). The reagents and catalysts are C=1C=CC(=CC1)/C=C/C(=O)/C=C/C2=CC=CC=C2.C=1C=CC(=CC1)/C=C/C(=O)/C=C/C2=CC=CC=C2.C=1C=CC(=CC1)/C=C/C(=O)/C=C/C2=CC=CC=C2.[Pd].[Pd] (tris(dibenzylideneacetone)dipalladium(0)). Solvent: O1CCOCC1 (1,4-dioxane), O1CCCC1 (tetrahydrofuran). Conditions: temperature 50 celsius. Product: NC=1C(=C(C(=CC1)F)C=1C(=CC=CC1F)C#N)F (3′-Amino-6,2′,6′- trifluorobiphenyl-2-carbonitrile). Isolated yield 67.3%. As a reaction SMILES: Br[C:2]1[C:3]([F:10])=[C:4]([NH2:9])[CH:5]=[CH:6][C:7]=1[F:8].[F:11][C:12]1[C:13](B2OC(C)(C)C(C)(C)O2)=[C:14]([CH:17]=[CH:18][CH:19]=1)[C:15]#[N:16].[F-].[K+].C(P(C(C)(C)C)C(C)(C)C)(C)(C)C>O1CCCC1.O1CCOCC1.C1C=CC(/C=C/C(/C=C/C2C=CC=CC=2)=O)=CC=1.C1C=CC(/C=C/C(/C=C/C2C=CC=CC=2)=O)=CC=1.C1C=CC(/C=C/C(/C=C/C2C=CC=CC=2)=O)=CC=1.[Pd].[Pd]>[NH2:9][C:4]1[C:3]([F:10])=[C:2]([C:13]2[C:14]([C:15]#[N:16])=[CH:17][CH:18]=[CH:19][C:12]=2[F:11])[C:7]([F:8])=[CH:6][CH:5]=1 |f:2.3,7.8.9.10.11|. Reported procedure: A mixture of 3-bromo-2,4-difluorophenylamine (0.6451 g, 3.10 mmol) and 3-fluoro-2-(4,4,5,5-tetramethyl-[1,3,2]dioxaborolan-2-yl)benzonitrile (0.915 g, 3.70 mmol) and potassium fluoride (0.5953 g, 10.2 mmol) in tetrahydrofuran (8 ml) was degassed with nitrogen for 15 min before adding tris(dibenzylideneacetone)dipalladium(0) (56.9 mg, 0.0621 mmol) and tri-tert-butylphosphine (1.24 ml of a 0.1 M solution in 1,4-dioxane, 0.124 mmol). The mixture was degassed for a further 5 min, then heated at 50° ... Conditions: time 3 hour. Procedure: To a solution of 5.4 g of 2-(4-chlorophenyl)-4,4a,5,6-tetrahydrothieno[2',3':2,3]thiepino[4,5-c]pyridazin-3(2H)-one in 60 ml of acetic acid is added 3.5 ml of 30% aqueous hydrogen peroxide solution under ice-cooling and stirred at the same temperature for 3 hours. Furthermore, to the solution is added 2 ml of 30% aqueous hydrogen peroxide solution and stirred for 2 hours. To the solution is additionally added 2 ml of aqueous 30% hydrogen peroxide solution, stirred for 2 hours and the mixture is ... Yields the product ClC1=CC=C(C=C1)N1N=C2C(CC1=O)CCS(C1=C2C=CS1)=O (2-(4-chlorophenyl)-4,4a,5,6-tetrahydrothieno[2',3':2,3]thiepino[4,5-c]pyridazin-3(2H)-one 7-oxide). Reactants: ClC1=CC=C(C=C1)N1N=C2C(CC1=O)CCSC1=C2C=CS1 (2-(4-chlorophenyl)-4,4a,5,6-tetrahydrothieno[2',3':2,3]thiepino[4,5-c]pyridazin-3(2H)-one), OO (hydrogen peroxide), OO (hydrogen peroxide), OO (hydrogen peroxide). Reaction SMILES: [Cl:1][C:2]1[CH:7]=[CH:6][C:5]([N:8]2[C:13](=[O:14])[CH2:12][CH:11]3[CH2:15][CH2:16][S:17][C:18]4[S:22][CH:21]=[CH:20][C:19]=4[C:10]3=[N:9]2)=[CH:4][CH:3]=1.[OH:23]O>C(O)(=O)C>[Cl:1][C:2]1[CH:7]=[CH:6][C:5]([N:8]2[C:13](=[O:14])[CH2:12][CH:11]3[CH2:15][CH2:16][S:17](=[O:23])[C:18]4[S:22][CH:21]=[CH:20][C:19]=4[C:10]3=[N:9]2)=[CH:4][CH:3]=1. Run in C(C)(=O)O (acetic acid). The reactants are O=C(Cl)CBr, NC1CCCCC1, C1CCOC1. The product is O=C(CBr)NC1CCCCC1. As a reaction SMILES: [Br:1][CH2:2][C:3](=[O:4])[Cl:5].[NH2:6][CH:7]1[CH2:8][CH2:9][CH2:10][CH2:11][CH2:12]1.[O:13]1[CH2:14][CH2:15][CH2:16][CH2:17]1>>[Br:1][CH2:2][C:3](=[O:4])[NH:6][CH:7]1[CH2:8][CH2:9][CH2:10][CH2:11][CH2:12]1. The reactants are C1CCOC1, CC(C)S(=O)(=O)c1ccc([N+](=O)[O-])cc1C#N. The product is CC(C)S(=O)(=O)c1ccc(N)cc1C#N. Reaction SMILES: [CH2:18]1[O:19][CH2:20][CH2:21][CH2:22]1.[CH:1]([CH3:2])([CH3:3])[S:4](=[O:5])(=[O:6])[c:7]1[c:8]([C:9]#[N:10])[cH:11][c:12]([N+:15]([O-:16])=[O:17])[cH:13][cH:14]1>>[CH:1]([CH3:2])([CH3:3])[S:4](=[O:5])(=[O:6])[c:7]1[c:8]([C:9]#[N:10])[cH:11][c:12]([NH2:15])[cH:13][cH:14]1. Reactants: O1C=CC2=C1C=C(C=C2)O (1-benzofuran-6-ol), FC(OC1=C(C=CC(=C1)C(F)(F)F)F)F (2-(difluoromethoxy)-1-fluoro-4-trifluoromethylbenzene), C([O-])([O-])=O.[Cs+].[Cs+] (cesium carbonate). Run in C(C)(=O)OCC (ethyl acetate), CN(C)C=O (DMF). Run at temperature 110 celsius, time 2 hour. Yields the product FC(OC1=C(OC2=CC3=C(C=CO3)C=C2)C=CC(=C1)C(F)(F)F)F (6-[2-(Difluoromethoxy)-4-(trifluoromethyl)phenoxy]-1-benzofuran). Reaction SMILES: [O:1]1[C:5]2[CH:6]=[C:7]([OH:10])[CH:8]=[CH:9][C:4]=2[CH:3]=[CH:2]1.[F:11][CH:12]([F:25])[O:13][C:14]1[CH:19]=[C:18]([C:20]([F:23])([F:22])[F:21])[CH:17]=[CH:16][C:15]=1F.C(=O)([O-])[O-].[Cs+].[Cs+]>CN(C=O)C.C(OCC)(=O)C>[F:25][CH:12]([F:11])[O:13][C:14]1[CH:19]=[C:18]([C:20]([F:21])([F:22])[F:23])[CH:17]=[CH:16][C:15]=1[O:10][C:7]1[CH:8]=[CH:9][C:4]2[CH:3]=[CH:2][O:1][C:5]=2[CH:6]=1 |f:2.3.4|. Procedure: To a stirred solution of 1-benzofuran-6-ol (13.4 g, 100 mmol) and 2-(difluoromethoxy)-1-fluoro-4-trifluoromethylbenzene (29.9 g, 130 mmol) in DMF (300 mL) was added cesium carbonate (65.2 g, 200 mmol). The reaction mixture was stirred at 75° C. for 16 hours (or at 110° C. for 2 hours). After cooling to room temperature, it was diluted with ethyl acetate, washed with water (2×) and brine, dried over magnesium sulfate, filtered and concentrated. The crude product was purified on a silica gel colum... The reactants are CI (methyl iodide), FC(S(=O)(=O)OC=1C=C2CC(CC2=CC1O)N(CCC)CCC)(F)F (5-trifluoromethansulfonyloxy-6-hydroxy-2-(di-n-propylamino)indan), [H-].[Na+] (sodium hydride). Run in CN(C)C=O (DMF), CN(C)C=O (DMF). The product is FC(S(=O)(=O)OC=1C=C2CC(CC2=CC1OC)N(CCC)CCC)(F)F (5-Trifluromethansulfonyloxy-6-methoxy-2-(di-n-propylamino)indan). As a reaction SMILES: [F:1][C:2]([F:25])([F:24])[S:3]([O:6][C:7]1[CH:8]=[C:9]2[C:13](=[CH:14][C:15]=1[OH:16])[CH2:12][CH:11]([N:17]([CH2:21][CH2:22][CH3:23])[CH2:18][CH2:19][CH3:20])[CH2:10]2)(=[O:5])=[O:4].[H-].[Na+].[CH3:28]I>CN(C=O)C>[F:25][C:2]([F:24])([F:1])[S:3]([O:6][C:7]1[CH:8]=[C:9]2[C:13](=[CH:14][C:15]=1[O:16][CH3:28])[CH2:12][CH:11]([N:17]([CH2:21][CH2:22][CH3:23])[CH2:18][CH2:19][CH3:20])[CH2:10]2)(=[O:4])=[O:5] |f:1.2|. Reported procedure: A solution of 5-trifluoromethansulfonyloxy-6-hydroxy-2-(di-n-propylamino)indan (Example 7) in DMF is added to a suspension of sodium hydride in DMF under nitrogen. The mixture is alkylated with methyl iodide to yield the title compound. Reaction conditions: time 3 hour. The solvent is CO (methanol). Yield: 80.3%. Reaction SMILES: [OH-].[Na+].C[O:4][C:5]([CH2:7][C:8]1[C:17]2[CH2:16][CH2:15][CH2:14][CH2:13][C:12]=2[C:11](=[O:18])[NH:10][N:9]=1)=[O:6]>CO>[C:5]([CH2:7][C:8]1[C:17]2[CH2:16][CH2:15][CH2:14][CH2:13][C:12]=2[C:11](=[O:18])[NH:10][N:9]=1)([OH:6])=[O:4] |f:0.1|. The product is C(=O)(O)CC1=NNC(C=2CCCCC12)=O (4-carboxymethyl-5,6,7,8-tetrahydrophthalazin-1(2H)-one). Procedure details: 5N sodium hydroxide solution (1.72 mL) was added dropwise to a suspension of the compound prepared in Example 15 (635 mg) in methanol (10.0 mL) in ice bath and the mixture was stirred at room temperature for 3 hours. The reaction mixture was concentrate. 2N hydrochloric acid was added to the residue, which was adjusted to pH 2. The deposited crystal was collected by filtration. It was washed with hexane and dried under reduced pressure to give the title compound (478 mg) having the following phy... Starting materials: [OH-].[Na+] (sodium hydroxide), COC(=O)CC1=NNC(C=2CCCCC12)=O (4-methoxycarbonylmethyl-5,6,7,8-tetrahydrophthalazin-1(2H)-one). Procedure: To a solution of 2.62 g (5.6 mmol) of methyl 8-(p-chlorophenylsulfonamido)-4-[3-(3-pyridyl)propyl]-octanoate in 14 ml dioxane is added 11.6 ml of 1N NaOH (11.6 mmol) and the mixture is heated at 60° for 2 h. The solvent is evaporated and the residue dissolved in water. The pH of the aqueous solution is adjusted to 5.0 using 2N aqueous HCl. The resulting mixture is extracted with methylene chloride (3×20 ml). The combined organic extract is dried (MgSO4), filtered and subjected to evaporation to ... Reactants: ClC1=CC=C(C=C1)S(=O)(=O)NCCCCC(CCC(=O)OC)CCCC=1C=NC=CC1 (methyl 8-(p-chlorophenylsulfonamido)-4-[3-(3-pyridyl)propyl]-octanoate), [OH-].[Na+] (NaOH). As a reaction SMILES: [Cl:1][C:2]1[CH:7]=[CH:6][C:5]([S:8]([NH:11][CH2:12][CH2:13][CH2:14][CH2:15][CH:16]([CH2:23][CH2:24][CH2:25][C:26]2[CH:27]=[N:28][CH:29]=[CH:30][CH:31]=2)[CH2:17][CH2:18][C:19]([O:21]C)=[O:20])(=[O:10])=[O:9])=[CH:4][CH:3]=1.[OH-].[Na+]>O1CCOCC1>[Cl:1][C:2]1[CH:7]=[CH:6][C:5]([S:8]([NH:11][CH2:12][CH2:13][CH2:14][CH2:15][CH:16]([CH2:23][CH2:24][CH2:25][C:26]2[CH:27]=[N:28][CH:29]=[CH:30][CH:31]=2)[CH2:17][CH2:18][C:19]([OH:21])=[O:20])(=[O:9])=[O:10])=[CH:4][CH:3]=1 |f:1.2|. Solvent: O1CCOCC1 (dioxane). Product: ClC1=CC=C(C=C1)S(=O)(=O)NCCCCC(CCC(=O)O)CCCC=1C=NC=CC1 (8-(p-chlorophenylsulfonamido)-4-[3-(3-pyridyl)propyl]-octanoic acid). The reactants are C(C)(=O)N1C(C(C2=CC=C(C=C12)C(=O)OC)=C(C1=CC=CC=C1)OCC)=O (1-acetyl-3-(1-ethoxy-1-phenylmethylene)-6-methoxycarbonyl-2-indolinone), CC1=CC=C(N)C=C1 (4-methyl-aniline). Product: CC1=CC=C(N\C(\C2=CC=CC=C2)=C\2/C(NC3=CC(=CC=C23)C(=O)OC)=O)C=C1 (3-Z-[1-(4-methyl-anilino)-1-phenyl-methylene]-6-methoxycarbonyl-2-indolinone). As a reaction SMILES: C([N:4]1[C:12]2[C:7](=[CH:8][CH:9]=[C:10]([C:13]([O:15][CH3:16])=[O:14])[CH:11]=2)[C:6](=[C:17](OCC)[C:18]2[CH:23]=[CH:22][CH:21]=[CH:20][CH:19]=2)[C:5]1=[O:27])(=O)C.[CH3:28][C:29]1[CH:35]=[CH:34][C:32]([NH2:33])=[CH:31][CH:30]=1>>[CH3:28][C:29]1[CH:35]=[CH:34][C:32]([NH:33]/[C:17](=[C:6]2\[C:5](=[O:27])[NH:4][C:12]3[C:7]\2=[CH:8][CH:9]=[C:10]([C:13]([O:15][CH3:16])=[O:14])[CH:11]=3)/[C:18]2[CH:19]=[CH:20][CH:21]=[CH:22][CH:23]=2)=[CH:31][CH:30]=1. Reported procedure: Prepared from 1-acetyl-3-(1-ethoxy-1-phenylmethylene)-6-methoxycarbonyl-2-indolinone and 4-methyl-aniline Rf value: 0.4 (silica gel, methylene chloride/methanol=9:1) C24H20N2O3